Dataset: the Open Reaction Database (ORD), a public repository of structured organic reaction records. Task: describe an organic reaction: reactants, conditions, products, and yield The reactants are C(=C)[Mg]Br (vinylmagnesium bromide), FC=1C=C(C=CC1SC)C(C(=O)N(C)OC)CC1CCOCC1 (2-[3-fluoro-4-(methylsulfanyl)phenyl]-N-methoxy-N-methyl-3-(tetrahydro-2H-pyran-4-yl)propanamide), Cl (hydrochloric acid). Run in O1CCCC1 (tetrahydrofuran). Run at time 4 hour. Product: FC=1C=C(C=CC1SC)C(C(C=C)=O)CC1CCOCC1 (4-[3-fluoro-4-(methylsulfanyl)phenyl]-5-(tetrahydro-2H-pyran-4-yl)pent-1-en-3-one). Yield: 93.0%. As a reaction SMILES: [F:1][C:2]1[CH:3]=[C:4]([CH:10]([CH2:17][CH:18]2[CH2:23][CH2:22][O:21][CH2:20][CH2:19]2)[C:11](N(OC)C)=[O:12])[CH:5]=[CH:6][C:7]=1[S:8][CH3:9].[CH:24]([Mg]Br)=[CH2:25].Cl>O1CCCC1>[F:1][C:2]1[CH:3]=[C:4]([CH:10]([CH2:17][CH:18]2[CH2:19][CH2:20][O:21][CH2:22][CH2:23]2)[C:11](=[O:12])[CH:24]=[CH2:25])[CH:5]=[CH:6][C:7]=1[S:8][CH3:9]. Procedure details: A solution of 2-[3-fluoro-4-(methylsulfanyl)phenyl]-N-methoxy-N-methyl-3-(tetrahydro-2H-pyran-4-yl)propanamide (1.33 g) in tetrahydrofuran (15.6 mL) was cooled to 0° C., and vinylmagnesium bromide (1.0M tetrahydrofuran solution, 15.6 mL) was added dropwise thereto. The reaction mixture was stirred at room temperature for 4 hr and poured into 1M hydrochloric acid, and the mixture was stirred for 30 min. The reaction mixture was extracted with ethyl acetate, and the ethyl acetate layer was washed ... Reactants: C1(CCCCC1)COC=1C(=NC=CC1)N (3-(cyclohexylmethoxy)pyridine-2-amine), ClC(C(=O)OC)C(CC)=O (methyl 2-chloro-3-oxopentanoate). The solvent is C(C)O (ethanol). Yields the product C1(CCCCC1)COC=1C=2N(C=CC1)C(=C(N2)CC)C(=O)OC (Methyl 8-(cyclohexylmethoxy)-2-ethylimidazo[1,2-a]pyridine-3-carboxylate). Reaction SMILES: [CH:1]1([CH2:7][O:8][C:9]2[C:10]([NH2:15])=[N:11][CH:12]=[CH:13][CH:14]=2)[CH2:6][CH2:5][CH2:4][CH2:3][CH2:2]1.Cl[CH:17]([C:22](=O)[CH2:23][CH3:24])[C:18]([O:20][CH3:21])=[O:19]>C(O)C>[CH:1]1([CH2:7][O:8][C:9]2[C:10]3[N:11]([C:17]([C:18]([O:20][CH3:21])=[O:19])=[C:22]([CH2:23][CH3:24])[N:15]=3)[CH:12]=[CH:13][CH:14]=2)[CH2:2][CH2:3][CH2:4][CH2:5][CH2:6]1. Reported procedure: A solution of 100 mg (0.485 mmol) of 3-(cyclohexylmethoxy)pyridine-2-amine and 399 mg (2.42 mmol) of methyl 2-chloro-3-oxopentanoate in 4 ml of ethanol was heated at reflux overnight. The mixture was then cooled and concentrated and the residue obtained was purified by preparative HPLC (Method 6). This gave 26 mg (17% of theory) of methyl 8-(cyclohexylmethoxy)-2-ethylimidazo[1,2-a]pyridine-3-carboxylate. The reactants are [H][H] (hydrogen), C(C1=CC=CC=C1)N(CCCCC=1C=NC=CC1)CCC1=C(NC2=CC=C(C=C12)[N+](=O)[O-])C1=CC(=CC(=C1)C)C (benzyl-{2-[2-(3,5-dimethylphenyl)-5-nitro-1H-indol-3-yl]ethyl}-(4-pyridin-3-yl-butyl)amine). Reagents/catalysts: [Ni] (nickel). Product: C(C1=CC=CC=C1)N(CCC1=C(NC2=CC=C(C=C12)N)C1=CC(=CC(=C1)C)C)CCCCC=1C=NC=CC1 (3-{2-[benzyl-(4-pyridin-3-yl-butyl)amino]ethyl}-2-(3,5-dimethylphenyl)-1H-indol-5-ylamine). The yield is 74.5%. RXN SMILES: [H][H].[CH2:3]([N:10]([CH2:21][CH2:22][C:23]1[C:31]2[C:26](=[CH:27][CH:28]=[C:29]([N+:32]([O-])=O)[CH:30]=2)[NH:25][C:24]=1[C:35]1[CH:40]=[C:39]([CH3:41])[CH:38]=[C:37]([CH3:42])[CH:36]=1)[CH2:11][CH2:12][CH2:13][CH2:14][C:15]1[CH:16]=[N:17][CH:18]=[CH:19][CH:20]=1)[C:4]1[CH:9]=[CH:8][CH:7]=[CH:6][CH:5]=1>[Ni]>[CH2:3]([N:10]([CH2:11][CH2:12][CH2:13][CH2:14][C:15]1[CH:16]=[N:17][CH:18]=[CH:19][CH:20]=1)[CH2:21][CH2:22][C:23]1[C:31]2[C:26](=[CH:27][CH:28]=[C:29]([NH2:32])[CH:30]=2)[NH:25][C:24]=1[C:35]1[CH:36]=[C:37]([CH3:42])[CH:38]=[C:39]([CH3:41])[CH:40]=1)[C:4]1[CH:5]=[CH:6][CH:7]=[CH:8][CH:9]=1. Procedure: To a stirred solution of benzyl-{2-[2-(3,5-dimethylphenyl)-5-nitro-1H-indol-3-yl]ethyl}-(4-pyridin-3-yl-butyl)amine (350 mg in 30 mL absolute ethanol) was added ca. 30 mg of Raney” nickel. The reaction flask was fitted with a hydrogen balloon, evacuated and recharged with hydrogen (3 times) and stirred at room temperature. After 3 hours the reaction was flushed with nitrogen, filtered over diatomaceous earth and concentrated in vacuo. Purification by flash chromatography on silica gel (methylene... The reactants are COc1ccc(C(=O)Cl)cc1, CC#N, COC(=O)c1ccc(N)c(N)c1, c1ccncc1. The product is COC(=O)c1ccc(N)c(NC(=O)c2ccc(OC)cc2)c1. RXN SMILES: [CH3:1][O:2][c:3]1[cH:4][cH:5][c:6]([C:7](=[O:8])[Cl:9])[cH:10][cH:11]1.[CH3:30][C:31]#[N:32].[NH2:12][c:13]1[cH:14][c:15]([C:16](=[O:17])[O:18][CH3:19])[cH:20][cH:21][c:22]1[NH2:23].[cH:24]1[cH:25][cH:26][n:27][cH:28][cH:29]1>>[CH3:1][O:2][c:3]1[cH:4][cH:5][c:6]([C:7](=[O:8])[NH:12][c:13]2[cH:14][c:15]([C:16](=[O:17])[O:18][CH3:19])[cH:20][cH:21][c:22]2[NH2:23])[cH:10][cH:11]1. Reactants: C[O-].[Na+] (sodium methylate), cyclohexyl ester, C(CS)(=O)O (thioglycolic acid), ClC=1OC(=C(N1)C1=CC=CC=C1)C1=CC=CC=C1 (2-chloro-4,5-diphenyl-oxazole). Run in C1CCOC1 (THF), C1CCOC1 (THF). Run at time 15 minute. The product is cyclohexyl ester, C1(=CC=CC=C1)C=1N=C(OC1C1=CC=CC=C1)C(C(=O)O)S (4,5-diphenyl-2-oxazolyl-mercaptoacetic acid). RXN SMILES: [C:1]([OH:5])(=[O:4])[CH2:2][SH:3].C[O-].[Na+].Cl[C:10]1[O:11][C:12]([C:21]2[CH:26]=[CH:25][CH:24]=[CH:23][CH:22]=2)=[C:13]([C:15]2[CH:20]=[CH:19][CH:18]=[CH:17][CH:16]=2)[N:14]=1>C1COCC1>[C:15]1([C:13]2[N:14]=[C:10]([CH:2]([SH:3])[C:1]([OH:5])=[O:4])[O:11][C:12]=2[C:21]2[CH:22]=[CH:23][CH:24]=[CH:25][CH:26]=2)[CH:20]=[CH:19][CH:18]=[CH:17][CH:16]=1 |f:1.2|. Reported procedure: 8.15 g. of the cyclohexyl ester of thioglycolic acid is dissolved in 80 ml. of absolute THF, and 2.6 g. of sodium methylate is added thereto. The reaction mixture is agitated for 15 minutes. Then, 12 g. of 2-chloro-4,5-diphenyl-oxazole (b.p. 170°/0.05 mm.; producible by reacting 4,5-diphenyl-2-oxazolone with POCl3) in 20 ml. of THF is added dropwise. The reaction mixture is refluxed under agitation for 9 hours. The thus-precipitated NaCl is filtered off and the filtrate concentrated by evaporati... Starting materials: Intermediate 271H, C(CCC)N(C(=O)C=1N=C(N(C1)C)C1=C(C(=O)O)C=C(C=C1)C(=O)OC)CCCC (2-(4-(dibutylcarbamoyl)-1-methyl-1H-imidazol-2-yl)-5-(methoxycarbonyl)benzoic acid), N(=[N+]=[N-])C[C@H]1NCC2=CC=CC=C2C1 ((S)-3-(azidomethyl)-1,2,3,4-tetrahydroisoquinoline). Yields the product N(=[N+]=[N-])C[C@H]1N(CC2=CC=CC=C2C1)C(=O)C=1C=C(C(=O)OC)C=CC1C=1N(C=C(N1)C(N(CCCC)CCCC)=O)C (Methyl 3-((S)-3-(azidomethyl)-1,2,3,4-tetrahydroisoquinoline-2-carbonyl)-4-(4-(dibutylcarbamoyl)-1-methyl-1H-imidazol-2-yl)benzoate). Yield: 86.9%. Reaction SMILES: [CH2:1]([N:5]([CH2:27][CH2:28][CH2:29][CH3:30])[C:6]([C:8]1[N:9]=[C:10]([C:14]2[CH:22]=[CH:21][C:20]([C:23]([O:25][CH3:26])=[O:24])=[CH:19][C:15]=2[C:16](O)=[O:17])[N:11]([CH3:13])[CH:12]=1)=[O:7])[CH2:2][CH2:3][CH3:4].[N:31]([CH2:34][C@@H:35]1[CH2:44][C:43]2[C:38](=[CH:39][CH:40]=[CH:41][CH:42]=2)[CH2:37][NH:36]1)=[N+:32]=[N-:33]>>[N:31]([CH2:34][C@@H:35]1[CH2:44][C:43]2[C:38](=[CH:39][CH:40]=[CH:41][CH:42]=2)[CH2:37][N:36]1[C:16]([C:15]1[CH:19]=[C:20]([CH:21]=[CH:22][C:14]=1[C:10]1[N:11]([CH3:13])[CH:12]=[C:8]([C:6](=[O:7])[N:5]([CH2:27][CH2:28][CH2:29][CH3:30])[CH2:1][CH2:2][CH2:3][CH3:4])[N:9]=1)[C:23]([O:25][CH3:26])=[O:24])=[O:17])=[N+:32]=[N-:33]. Procedure details: Following a procedure analogous to that for the synthesis of Intermediate 271H, 2-(4-(dibutylcarbamoyl)-1-methyl-1H-imidazol-2-yl)-5-(methoxycarbonyl)benzoic acid (230 mg, 0.55 mmol) and (S)-3-(azidomethyl)-1,2,3,4-tetrahydroisoquinoline (135 mg, 0.72 mmol) were converted to the title compound (280 mg, 91%). MS(ESI+) m/z 586.2 (M+H)+. Starting materials: BrC1=C(C=2N(C=C1)C(NN2)=O)I (7-bromo-8-iodo-[1,2,4]triazolo[4,3-a]pyridin-3(2H)-one), ClC1=CC=C(C=C1)B(O)O (4-chlorophenylboronic acid), C(=O)([O-])[O-].[K+].[K+] (K2CO3). The reagents and catalysts are C=1C=CC(=CC1)[P](C=2C=CC=CC2)(C=3C=CC=CC3)[Pd]([P](C=4C=CC=CC4)(C=5C=CC=CC5)C=6C=CC=CC6)([P](C=7C=CC=CC7)(C=8C=CC=CC8)C=9C=CC=CC9)[P](C=1C=CC=CC1)(C=1C=CC=CC1)C=1C=CC=CC1 (tetrakis(triphenylphosphine)palladium). The solvent is O1CCOCC1 (dioxane), O (water). Reaction conditions: temperature 150 celsius. Product: ClC1=CC=C(C=C1)C1=C(C=2N(C=C1)C(NN2)=O)C2=CC=C(C=C2)Cl (7,8-bis(4-chlorophenyl)-[1,2,4]triazolo[4,3-a]pyridin-3(2H)-one). Yield: 51.7%. Reaction SMILES: Br[C:2]1[CH:7]=[CH:6][N:5]2[C:8](=[O:11])[NH:9][N:10]=[C:4]2[C:3]=1I.[Cl:13][C:14]1[CH:19]=[CH:18][C:17](B(O)O)=[CH:16][CH:15]=1.C([O-])([O-])=O.[K+].[K+]>O1CCOCC1.O.C1C=CC([P]([Pd]([P](C2C=CC=CC=2)(C2C=CC=CC=2)C2C=CC=CC=2)([P](C2C=CC=CC=2)(C2C=CC=CC=2)C2C=CC=CC=2)[P](C2C=CC=CC=2)(C2C=CC=CC=2)C2C=CC=CC=2)(C2C=CC=CC=2)C2C=CC=CC=2)=CC=1>[Cl:13][C:14]1[CH:19]=[CH:18][C:17]([C:2]2[CH:7]=[CH:6][N:5]3[C:8](=[O:11])[NH:9][N:10]=[C:4]3[C:3]=2[C:17]2[CH:18]=[CH:19][C:14]([Cl:13])=[CH:15][CH:16]=2)=[CH:16][CH:15]=1 |f:2.3.4,^1:39,41,60,79|. Procedure: To a stirring mixture of 7-bromo-8-iodo-[1,2,4]triazolo[4,3-a]pyridin-3(2H)-one (1.0 g, 2.9 mmol) in 15 mL dioxane and 5 mL of water at 20° C. was added 4-chlorophenylboronic acid (1.4 g, 8.8 mmol), K2CO3 (0.8 g, 5.9 mmol), and tetrakis(triphenylphosphine)palladium (0.17 g, 0.15 mmol). The resulting reaction mixture was degassed and then heated in a microwave reactor at 150° C. for 40 min under argon. Analysis by HPLC/MS indicated that starting material had been consumed. The reaction mixture wa... The reactants are C[O-], CO, O=c1[nH]c2c(cc1Cl)-c1ccccc1CC2, [Na+]. Yields the product O=c1[nH]c2c(cc1O)-c1ccccc1CC2. Reaction SMILES: [CH3:17][O-:18].[CH3:20][OH:21].[Cl:1][c:2]1[c:3](=[O:16])[nH:4][c:5]2[c:10]([cH:11]1)-[c:9]1[c:8]([cH:15][cH:14][cH:13][cH:12]1)[CH2:7][CH2:6]2.[Na+:19]>>[c:2]1([OH:18])[c:3](=[O:16])[nH:4][c:5]2[c:10]([cH:11]1)-[c:9]1[c:8]([cH:15][cH:14][cH:13][cH:12]1)[CH2:7][CH2:6]2. Product: C(#N)C1CC(N(CC1)C(=O)OC)CC1=CC=C(C=C1)C(F)(F)F (Methyl 4-cyano-2-(4-(trifluoromethyl)benzyl)piperidine-1-carboxylate). The yield is 87.9%. Procedure details: To a solution of methyl 4-oxo-2-(4-(trifluoromethyl)benzyl)piperidine-1-carboxylate (8.75 g, 27.75 mmol) (Syngene) in DME (100 mL) under nitrogen was added simultaneously 1-(isocyanomethylsulfonyl)-4-methylbenzene (8.13 g, 41.63 mmol) in 100 mL DME and potassium tert-butoxide (83 mL, 83.26 mmol) (1 M) over 30 min at −20 to −10° C. The solution was stirred at −20° C. for 2 h and then allowed to warm to room temperature overnight. To the orange reaction mixture was added water (200 mL), the soluti... Reaction SMILES: O=[C:2]1[CH2:7][CH2:6][N:5]([C:8]([O:10][CH3:11])=[O:9])[CH:4]([CH2:12][C:13]2[CH:18]=[CH:17][C:16]([C:19]([F:22])([F:21])[F:20])=[CH:15][CH:14]=2)[CH2:3]1.[N+:23](CS(C1C=CC(C)=CC=1)(=O)=O)#[C-:24].CC(C)([O-])C.[K+].O>COCCOC>[C:24]([CH:2]1[CH2:7][CH2:6][N:5]([C:8]([O:10][CH3:11])=[O:9])[CH:4]([CH2:12][C:13]2[CH:18]=[CH:17][C:16]([C:19]([F:22])([F:21])[F:20])=[CH:15][CH:14]=2)[CH2:3]1)#[N:23] |f:2.3|. Run at temperature -20 celsius, time 2 hour. Starting materials: O (water), O=C1CC(N(CC1)C(=O)OC)CC1=CC=C(C=C1)C(F)(F)F (methyl 4-oxo-2-(4-(trifluoromethyl)benzyl)piperidine-1-carboxylate), [N+](#[C-])CS(=O)(=O)C1=CC=C(C=C1)C (1-(isocyanomethylsulfonyl)-4-methylbenzene), CC(C)([O-])C.[K+] (potassium tert-butoxide). The solvent is COCCOC (DME), COCCOC (DME).